Dataset: the Open Reaction Database (ORD), a public repository of structured organic reaction records. Task: describe an organic reaction: reactants, conditions, products, and yield Reactants: NC1=NC(=NC=C1)C(C(=O)[O-])=O.[K+] (potassium 2-(4-aminopyrimidin-2-yl)glyoxylate), monohydrate, Cl.CON (O-methylhydroxylamine hydrochloride). Run in CO (methanol). Conditions: time 8 hour. The product is NC1=NC(=NC=C1)C(C(=O)O)=NOC (2-(4-aminopyrimidin-2-yl)-2-methoxyiminoacetic acid). As a reaction SMILES: Cl.[CH3:2][O:3][NH2:4].[NH2:5][C:6]1[CH:11]=[CH:10][N:9]=[C:8]([C:12](=O)[C:13]([O-:15])=[O:14])[N:7]=1.[K+]>CO>[NH2:5][C:6]1[CH:11]=[CH:10][N:9]=[C:8]([C:12](=[N:4][O:3][CH3:2])[C:13]([OH:15])=[O:14])[N:7]=1 |f:0.1,2.3|. Procedure: To a solution of O-methylhydroxylamine hydrochloride (0.25 g.) in methanol (6 ml.) was added a mixture of potassium 2-(4-aminopyrimidin-2-yl)glyoxylate and its monohydrate with stirring at ambient temperature, and the mixture was stirred for 4 hours. The reaction mixture was allowed to stand overnight at ambient temperature, filtered, and the filtered precipitates were washed with ethanol. After the filtrate and washings were combined together, the solvents were distilled off. The resultant oily... The reactants are I(=O)(=O)(=O)[O-].[Na+] (sodium metaperiodate), 1(N), Cl (HCl), CSC1=CC=2C(N3C(NC2C=C1)=CC(=N3)C(=O)O)=O (4,9-dihydro-7-methylthio-9-oxo-pyrazolo[5,1-b]quinazoline-2-carboxylic acid), 1(N), [OH-].[Na+] (sodium hydroxide). The solvent is O (water), O (water). Conditions: time 4 hour. Product: CS(=O)C1=CC=2C(N3C(NC2C=C1)=CC(=N3)C(=O)O)=O (4,9-Dihydro-7-(methylsulfinyl)-9-oxo-pyrazolo[5,1-b]quinazoline-2-carboxylic acid). As a reaction SMILES: [CH3:1][S:2][C:3]1[CH:12]=[CH:11][C:10]2[NH:9][C:8]3=[CH:13][C:14]([C:16]([OH:18])=[O:17])=[N:15][N:7]3[C:6](=[O:19])[C:5]=2[CH:4]=1.[OH-].[Na+].I([O-])(=O)(=O)=[O:23].[Na+].Cl>O>[CH3:1][S:2]([C:3]1[CH:12]=[CH:11][C:10]2[NH:9][C:8]3=[CH:13][C:14]([C:16]([OH:18])=[O:17])=[N:15][N:7]3[C:6](=[O:19])[C:5]=2[CH:4]=1)=[O:23] |f:1.2,3.4|. Reported procedure: A mixture of 4,9-dihydro-7-methylthio-9-oxo-pyrazolo[5,1-b]quinazoline-2-carboxylic acid (5.5 g; 0.02 mole) and 1(N) sodium hydroxide solution (25 ml) in water (500 ml) is chilled to 12° and a solution of sodium metaperiodate (4.28 g, 0.02 mole) in water (150 ml) is added. The reaction mixture is stirred at room temperature for 4 hrs and the resulting solution is cooled and treated with 1(N) HCl (30 ml). The greenish precipitate is filtered, washed and recrystallized from DMF-methanol. Yield 4.4... Reactants: [BH4-].[Na+] (sodium borohydride), CO (methanol), CN1C(C(CC1=O)C(=O)OC)C1=CC=CC=C1 (methyl 1-methyl-5-oxo-2-phenylpyrrolidin-3-carboxylate). The solvent is O (water), chloroform-ether. Conditions: time 2 hour. The product is OCC1C(N(C(C1)=O)C)C1=CC=CC=C1 (3-Hydroxymethyl-1-methyl-2-phenyl-pyrrolidin-5-one). RXN SMILES: [BH4-].[Na+].CO.[CH3:5][N:6]1[C:10](=[O:11])[CH2:9][CH:8]([C:12](OC)=[O:13])[CH:7]1[C:16]1[CH:21]=[CH:20][CH:19]=[CH:18][CH:17]=1>O>[OH:13][CH2:12][CH:8]1[CH2:9][C:10](=[O:11])[N:6]([CH3:5])[CH:7]1[C:16]1[CH:21]=[CH:20][CH:19]=[CH:18][CH:17]=1 |f:0.1|. Procedure: To 82.6 g. of sodium borohydride in 950 ml. of methanol at -5° to 0° C. was slowly added in portions 63 g. of methyl 1-methyl-5-oxo-2-phenylpyrrolidin-3-carboxylate. After the addition, the reaction mixture was then allowed to come to ambient temperature over 2 hours. Concentration in vacuo gave a semisolid which was suspended in water at 50° C. and stirred for 30 minutes. The solid was then dissolved in 3:1 chloroform-ether, dried (Na2SO4) filtered, and concentrated in vacuo to yield 40 g. of a... Reactants: O=C([O-])O, CCC1=CCCC1, CO, [H][H], Cn1c(=O)[nH]c2cccc(N)c21, [Na+], OO[O-]. The product is CCC1CCCCN1c1cccc2[nH]c(=O)n(C)c12. As a reaction SMILES: [C:8](=[O:9])([OH:10])[O-:11].[CH2:1]([CH3:2])[C:3]1=[CH:4][CH2:5][CH2:6][CH2:7]1.[CH3:30][OH:31].[H:28][H:29].[NH2:16][c:17]1[cH:18][cH:19][cH:20][c:21]2[c:22]1[n:23]([CH3:27])[c:24](=[O:26])[nH:25]2.[Na+:12].[O:13][O:14][O-:15]>>[CH2:1]([CH3:2])[CH:3]1[CH2:7][CH2:6][CH2:5][CH2:4][N:16]1[c:17]1[cH:18][cH:19][cH:20][c:21]2[c:22]1[n:23]([CH3:27])[c:24](=[O:26])[nH:25]2. Reactants: CCO, [Cl-], CC(F)CCCCn1cc([N+](=O)[O-])cn1, [Fe], N#N, [NH4+], O. Yields the product CC(F)CCCCn1cc(N)cn1. As a reaction SMILES: [CH3:20][CH2:21][OH:22].[Cl-:18].[F:3][CH:4]([CH2:5][CH2:6][CH2:7][CH2:8][n:9]1[n:10][cH:11][c:12]([N+:14]([O-:15])=[O:16])[cH:13]1)[CH3:17].[Fe:24].[N:1]#[N:2].[NH4+:19].[OH2:23]>>[F:3][CH:4]([CH2:5][CH2:6][CH2:7][CH2:8][n:9]1[n:10][cH:11][c:12]([NH2:14])[cH:13]1)[CH3:17]. Reactants: N1C=CC2=CC=CC=C12 (indole), N1=CC(=CC=C1)CCl (3-pyridylmethyl chloride), [H-].[Na+] (NaH), N1=CC(=CC=C1)CN1C(=C(C2=CC(=CC=C12)OCC=1SC2=C(N1)C=CC=C2)CCON=CC(=O)O)C (glyoxylic acid-O-2-[1-(3-pyridylmethyl)-5-(benzothiazol-2-ylmethoxy)-2-methylindol-3-yl]ethyl oxime), FC(C(=O)O)(F)F (trifluoroacetic acid). Product: N1=CC(=CC=C1)CN1C(=C(C2=CC(=CC=C12)OCC=1SC2=C(N1)C=CC=C2)CCON=CC(=O)O)C (glyoxylic acid-O-2-[1-(3-pyridylmethyl)-5-(benzothiazol-2-ylmethoxy)-2-methylindol-3-yl]ethyl oxime), N1=CC(=CC=C1)CN1C(=C(C2=CC(=CC=C12)OCC=1SC2=C(N1)C=CC=C2)CCON=CC(=O)OC=2C=NC=CC2)C (glyoxylic acid 3-pyridyl ester-O-2-[1-(3-pyridylmethyl)-5-(benzothiazol-2-ylmethoxy)-2-methylindol-3-yl]ethyl oxime). Reaction SMILES: [N:1]1[CH:6]=[CH:5][CH:4]=[C:3]([CH2:7][N:8]2[C:16]3[C:11](=[CH:12][C:13]([O:17][CH2:18][C:19]4[S:20][C:21]5[CH:27]=[CH:26][CH:25]=[CH:24][C:22]=5[N:23]=4)=[CH:14][CH:15]=3)[C:10]([CH2:28][CH2:29][O:30][N:31]=[CH:32][C:33]([OH:35])=[O:34])=[C:9]2[CH3:36])[CH:2]=1.FC(F)(F)C(O)=O.[NH:44]1[C:52]2[C:47](=[CH:48][CH:49]=[CH:50]C=2)C=C1.N1C=CC=C(CCl)C=1.[H-].[Na+]>>[N:1]1[CH:6]=[CH:5][CH:4]=[C:3]([CH2:7][N:8]2[C:16]3[C:11](=[CH:12][C:13]([O:17][CH2:18][C:19]4[S:20][C:21]5[CH:27]=[CH:26][CH:25]=[CH:24][C:22]=5[N:23]=4)=[CH:14][CH:15]=3)[C:10]([CH2:28][CH2:29][O:30][N:31]=[CH:32][C:33]([OH:35])=[O:34])=[C:9]2[CH3:36])[CH:2]=1.[N:1]1[CH:6]=[CH:5][CH:4]=[C:3]([CH2:7][N:8]2[C:16]3[C:11](=[CH:12][C:13]([O:17][CH2:18][C:19]4[S:20][C:21]5[CH:27]=[CH:26][CH:25]=[CH:24][C:22]=5[N:23]=4)=[CH:14][CH:15]=3)[C:10]([CH2:28][CH2:29][O:30][N:31]=[CH:32][C:33]([O:35][C:47]3[CH:52]=[N:44][CH:50]=[CH:49][CH:48]=3)=[O:34])=[C:9]2[CH3:36])[CH:2]=1 |f:4.5|. Procedure details: The title compound is prepared by reaction of glyoxylic acid-O-2-[1-(3-pyridylmethyl)-5-(benzothiazol-2-ylmethoxy)-2-methylindol-3-yl]ethyl oxime with trifluoroacetic acid to remove the t-BOC group followed by reaction of the indole intermediate with two equivalents of 3-pyridylmethyl chloride in the presence of a suitable base such as NaH to provide the intermediate glyoxylic acid 3-pyridyl ester-O-2-[1-(3-pyridylmethyl)-5-(benzothiazol-2-ylmethoxy)-2-methylindol-3-yl]ethyl oxime which is subse...